From a dataset of the Open Reaction Database (ORD), a public repository of structured organic reaction records. describe an organic reaction: reactants, conditions, products, and yield Reactants: O=C(O)c1cc(Br)ccc1O, CCOc1ccc(C2CC2)cc1C(=O)Cl, OB(O)C1CC1, [Cl-], CCOc1cc(C(C)(C)C)ccc1C1=NC(C)(c2ccc(Cl)cc2)C(C)(c2ccc(Cl)cc2)N1, CCI. Yields the product CCOc1ccc(C2CC2)cc1C1=NC(C)(c2ccc(Cl)cc2)C(C)(c2ccc(Cl)cc2)N1. RXN SMILES: [Br:16][c:17]1[cH:18][cH:19][c:20]([OH:21])[c:22]([C:24]([OH:25])=[O:26])[cH:23]1.[CH:1]1([c:4]2[cH:5][cH:6][c:7]([O:13][CH2:14][CH3:15])[c:8]([C:9]([Cl:10])=[O:11])[cH:12]2)[CH2:2][CH2:3]1.[CH:30]1([B:31]([OH:32])[OH:33])[CH2:34][CH2:35]1.[Cl-:36].[Cl:37][c:38]1[cH:39][cH:40][c:41]([C:44]2([CH3:70])[N:45]=[C:46]([c:57]3[cH:58][cH:59][c:60]([C:61]([CH3:62])([CH3:63])[CH3:64])[cH:65][c:66]3[O:67][CH2:68][CH3:69])[NH:47][C:48]2([CH3:49])[c:50]2[cH:51][cH:52][c:53]([Cl:56])[cH:54][cH:55]2)[cH:42][cH:43]1.[I:27][CH2:28][CH3:29]>>[CH:1]1([c:4]2[cH:5][cH:6][c:7]([O:13][CH2:14][CH3:15])[c:8]([C:9]3=[N:45][C:44]([c:41]4[cH:40][cH:39][c:38]([Cl:37])[cH:43][cH:42]4)([CH3:70])[C:48]([CH3:49])([c:50]4[cH:51][cH:52][c:53]([Cl:56])[cH:54][cH:55]4)[NH:47]3)[cH:12]2)[CH2:2][CH2:3]1.